Dataset: the Open Reaction Database (ORD), a public repository of structured organic reaction records. Task: describe an organic reaction: reactants, conditions, products, and yield The reactants are O=C([O-])[O-], C[SiH](C)C, CCCC[N+](CCCC)(CCCC)CCCC, CN(C)C=O, [Cs+], [Cs+], [F-], FC(F)F, C1CCOC1, O=C(CC1(c2ccccc2C(F)(F)F)CCC1)C(=O)Nc1ccc(-c2ncco2)cc1. Yields the product O=C(Nc1ccc(-c2ncco2)cc1)C(O)(CC1(c2ccccc2C(F)(F)F)CCC1)C(F)(F)F. Reaction SMILES: [C:32](=[O:33])([O-:34])[O-:35].[CH3:42][SiH:43]([CH3:44])[CH3:45].[CH3:47][CH2:48][CH2:49][CH2:50][N+:51]([CH2:52][CH2:53][CH2:54][CH3:55])([CH2:56][CH2:57][CH2:58][CH3:59])[CH2:60][CH2:61][CH2:62][CH3:63].[CH3:64][N:65]([CH3:66])[CH:67]=[O:68].[Cs+:36].[Cs+:37].[F-:46].[F:38][CH:39]([F:40])[F:41].[O:69]1[CH2:70][CH2:71][CH2:72][CH2:73]1.[o:1]1[c:2](-[c:6]2[cH:7][cH:8][c:9]([NH:12][C:13]([C:14]([CH2:15][C:16]3([c:20]4[c:21]([C:26]([F:27])([F:28])[F:29])[cH:22][cH:23][cH:24][cH:25]4)[CH2:17][CH2:18][CH2:19]3)=[O:30])=[O:31])[cH:10][cH:11]2)[n:3][cH:4][cH:5]1>>[o:1]1[c:2](-[c:6]2[cH:7][cH:8][c:9]([NH:12][C:13]([C:14]([CH2:15][C:16]3([c:20]4[c:21]([C:26]([F:27])([F:28])[F:29])[cH:22][cH:23][cH:24][cH:25]4)[CH2:17][CH2:18][CH2:19]3)([OH:30])[C:39]([F:38])([F:40])[F:41])=[O:31])[cH:10][cH:11]2)[n:3][cH:4][cH:5]1. Product: CC(OS(=O)(=O)c1ccc(C)cc1)=C(C(=O)OCc1ccc([N+](=O)[O-])cc1)N1C(=O)C2N=C(COc3ccccc3)SC21. Reaction SMILES: [CH3:46][N:47]([CH3:48])[CH:49]=[O:50].[O:1]([c:2]1[cH:3][cH:4][cH:5][cH:6][cH:7]1)[CH2:8][C:9]1=[N:10][CH:11]2[C:12](=[O:33])[N:13]([C:16]([C:17](=[O:18])[O:19][CH2:20][c:21]3[cH:22][cH:23][c:24]([N+:27](=[O:28])[O-:29])[cH:25][cH:26]3)=[C:30]([CH3:31])[OH:32])[CH:14]2[S:15]1.[OH2:45].[c:34]1([CH3:44])[cH:35][cH:36][c:37]([S:40](=[O:41])(=[O:42])[Cl:43])[cH:38][cH:39]1>>[O:1]([c:2]1[cH:3][cH:4][cH:5][cH:6][cH:7]1)[CH2:8][C:9]1=[N:10][CH:11]2[C:12](=[O:33])[N:13]([C:16]([C:17](=[O:18])[O:19][CH2:20][c:21]3[cH:22][cH:23][c:24]([N+:27](=[O:28])[O-:29])[cH:25][cH:26]3)=[C:30]([CH3:31])[O:32][S:40]([c:37]3[cH:36][cH:35][c:34]([CH3:44])[cH:39][cH:38]3)(=[O:41])=[O:42])[CH:14]2[S:15]1. Reactants: CN(C)C=O, CC(O)=C(C(=O)OCc1ccc([N+](=O)[O-])cc1)N1C(=O)C2N=C(COc3ccccc3)SC21, O, Cc1ccc(S(=O)(=O)Cl)cc1. Starting materials: Cl.[N+](=O)([O-])C1=C(C=CC=C1)C=CC1CCCCC(N1)=N (hexahydro-7-[2-(2-nitro-phenyl)ethenyl]-2H-azepin-2-imine, monohydrochloride), nitro. Reagents/catalysts: [Pd] (Pd on carbon). Run in CO (MeOH). Product: Cl.Cl.N=C1CCCCC(N1)CCC1=C(C=CC=C1)N (2-[2-(hexahydro-7-imino-2H-azepin-2-yl)ethyl]benzenamine, dihydrochloride). As a reaction SMILES: [ClH:1].[N+:2]([C:5]1[CH:10]=[CH:9][CH:8]=[CH:7][C:6]=1[CH:11]=[CH:12][CH:13]1[NH:19][C:18](=[NH:20])[CH2:17][CH2:16][CH2:15][CH2:14]1)([O-])=O>CO.[Pd]>[ClH:1].[ClH:1].[NH:20]=[C:18]1[NH:19][CH:13]([CH2:12][CH2:11][C:6]2[CH:7]=[CH:8][CH:9]=[CH:10][C:5]=2[NH2:2])[CH2:14][CH2:15][CH2:16][CH2:17]1 |f:0.1,4.5.6|. Reported procedure: The title material of Example 157 in MeOH is hydrogenated over Pd on carbon in a standard Parr apparatus by the method of Example 35 reducing both the nitro and double bond functions to generate the title product. Reactants: CC(=O)O, CO, COC(=O)c1cccc(C(=O)N(C)Cc2ccc(F)c(-c3cccc(CN4CCN(C(=O)OC(C)(C)C)C(C)C4)c3)c2)c1, [Li+], [OH-], O, O. Yields the product CC1CN(Cc2cccc(-c3cc(CN(C)C(=O)c4cccc(C(=O)O)c4)ccc3F)c2)CCN1C(=O)OC(C)(C)C. As a reaction SMILES: [C:47]([OH:48])(=[O:49])[CH3:50].[CH3:51][OH:52].[F:1][c:2]1[c:3](-[c:23]2[cH:24][c:25]([CH2:29][N:30]3[CH2:31][CH:32]([CH3:43])[N:33]([C:36](=[O:37])[O:38][C:39]([CH3:40])([CH3:41])[CH3:42])[CH2:34][CH2:35]3)[cH:26][cH:27][cH:28]2)[cH:4][c:5]([CH2:8][N:9]([C:10](=[O:11])[c:12]2[cH:13][c:14]([C:18](=[O:19])[O:20][CH3:21])[cH:15][cH:16][cH:17]2)[CH3:22])[cH:6][cH:7]1.[Li+:45].[OH-:44].[OH2:46].[OH2:53]>>[F:1][c:2]1[c:3](-[c:23]2[cH:24][c:25]([CH2:29][N:30]3[CH2:31][CH:32]([CH3:43])[N:33]([C:36](=[O:37])[O:38][C:39]([CH3:40])([CH3:41])[CH3:42])[CH2:34][CH2:35]3)[cH:26][cH:27][cH:28]2)[cH:4][c:5]([CH2:8][N:9]([C:10](=[O:11])[c:12]2[cH:13][c:14]([C:18](=[O:19])[OH:20])[cH:15][cH:16][cH:17]2)[CH3:22])[cH:6][cH:7]1.